Task: describe an organic reaction: reactants, conditions, products, and yield. Dataset: the Open Reaction Database (ORD), a public repository of structured organic reaction records The reactants are O(C1=CC=CC=C1)C=1C(=NC=CC1)N (3-Phenoxypyridin-2-amine), BrBr (Bromine), S([O-])(O)=O.[Na+] (sodium bisulfite). Solvent: C(C)(=O)O (acetic acid). Reaction conditions: temperature 0 celsius, time 1 hour. The product is BrC=1C=C(C(=NC1)N)OC1=CC=CC=C1 (5-bromo-3-phenoxypyridin-2-amine). RXN SMILES: [O:1]([C:8]1[C:9]([NH2:14])=[N:10][CH:11]=[CH:12][CH:13]=1)[C:2]1[CH:7]=[CH:6][CH:5]=[CH:4][CH:3]=1.[Br:15]Br.S(=O)(O)[O-].[Na+]>C(O)(=O)C>[Br:15][C:12]1[CH:13]=[C:8]([O:1][C:2]2[CH:3]=[CH:4][CH:5]=[CH:6][CH:7]=2)[C:9]([NH2:14])=[N:10][CH:11]=1 |f:2.3|. Procedure details: 3-Phenoxypyridin-2-amine (20.50 g, 110.1 mmol) was placed in acetic acid (50 mL) and cooled to 0° C. Bromine (d 3.12) (7.049 mL, 137.6 mmol) was slowly added and the reaction mixture was stirred for 1 hour. The reaction mixture was poured onto saturated sodium bisulfite and ice and allowed to sit overnight. Solids were removed by filtration and washed with water to give pure 5-bromo-3-phenoxypyridin-2-amine. The filtrate was then extracted with CH2Cl2 several times, combined, and washed with wat...